The task is: describe an organic reaction: reactants, conditions, products, and yield. This data is from the Open Reaction Database (ORD), a public repository of structured organic reaction records. Reactants: ON=Cc1ccc(Br)cc1F, O=C1CCC(=O)N1Cl, CN(C)C=O. The product is ON=C(Cl)c1ccc(Br)cc1F. Reaction SMILES: [Br:9][c:10]1[cH:11][c:12]([F:19])[c:13]([CH:14]=[N:15][OH:16])[cH:17][cH:18]1.[Cl:1][N:2]1[C:3](=[O:4])[CH2:5][CH2:6][C:7]1=[O:8].[O:20]=[CH:21][N:22]([CH3:23])[CH3:24]>>[Cl:1][C:14]([c:13]1[c:12]([F:19])[cH:11][c:10]([Br:9])[cH:18][cH:17]1)=[N:15][OH:16]. Reactants: Cc1ccccc1, COc1ccc(CO)cc1OC, O=S(Cl)Cl. As a reaction SMILES: [CH3:17][c:18]1[cH:19][cH:20][cH:21][cH:22][cH:23]1.[CH3:1][O:2][c:3]1[cH:4][c:5]([CH2:6][OH:7])[cH:8][cH:9][c:10]1[O:11][CH3:12].[S:13]([Cl:14])([Cl:15])=[O:16]>>[CH3:1][O:2][c:3]1[cH:4][c:5]([CH2:6][Cl:15])[cH:8][cH:9][c:10]1[O:11][CH3:12]. The product is COc1ccc(CCl)cc1OC. Product: C1(=CC=CC=C1)C1=C(C(=O)O)C(C=C(N1C)C1=CC=CC=C1)=O (2,6-diphenyl-1-methyl-4-oxonicotinic acid). Starting materials: C1(=CC=CC=C1)C1=C(C(=O)OC)C(C=C(N1C)C1=CC=CC=C1)=O (methyl 2,6-diphenyl-1-methyl-4-oxonicotinate). Reaction SMILES: [C:1]1([C:7]2[N:16]([CH3:17])[C:15]([C:18]3[CH:23]=[CH:22][CH:21]=[CH:20][CH:19]=3)=[CH:14][C:13](=[O:24])[C:8]=2[C:9]([O:11]C)=[O:10])[CH:6]=[CH:5][CH:4]=[CH:3][CH:2]=1>[OH-].[Na+]>[C:1]1([C:7]2[N:16]([CH3:17])[C:15]([C:18]3[CH:23]=[CH:22][CH:21]=[CH:20][CH:19]=3)=[CH:14][C:13](=[O:24])[C:8]=2[C:9]([OH:11])=[O:10])[CH:2]=[CH:3][CH:4]=[CH:5][CH:6]=1 |f:1.2|. Run in [OH-].[Na+] (sodium hydroxide). Reported procedure: 2.5 gms of methyl 2,6-diphenyl-1-methyl-4-oxonicotinate was suspended in 28 mls of 5% aqueous sodium hydroxide 8 hours, cooled, and filtered to remove residual insolubles. The clear basic solution was then acidified with dilute HCl to provide a white precipitate of 2,6-diphenyl-1-methyl-4-oxonicotinic acid. Recrystallization from methylene chloride/ether provided 2.4 gms of product. mp=209°-11° (dec). Starting materials: BrC1=CC2=C(N(C(=N2)CO)CCC(C)C)C=C1 ([5-bromo-1-(3-methyl-butyl)-1H-benzoimidazol-2-yl]-methanol), S(=O)(Cl)Cl (thionyl chloride), final solution. Run in C(Cl)Cl (DCM). Product: BrC1=CC2=C(N(C(=N2)CCl)CCC(C)C)C=C1 (5-bromo-2 chloromethyl-1-(3-methyl-butyl)-1H-benzoimidazole). Yield: 101.3%. Reaction SMILES: [Br:1][C:2]1[CH:17]=[CH:16][C:5]2[N:6]([CH2:11][CH2:12][CH:13]([CH3:15])[CH3:14])[C:7]([CH2:9]O)=[N:8][C:4]=2[CH:3]=1.S(Cl)([Cl:20])=O>C(Cl)Cl>[Br:1][C:2]1[CH:17]=[CH:16][C:5]2[N:6]([CH2:11][CH2:12][CH:13]([CH3:15])[CH3:14])[C:7]([CH2:9][Cl:20])=[N:8][C:4]=2[CH:3]=1. Procedure details: To a solution of [5-bromo-1-(3-methyl-butyl)-1H-benzoimidazol-2-yl]-methanol (1.32 g, 4.44 mmol) in DCM (20 mL) was added thionyl chloride (1.06 g, 8.88 mL) at 0° C. The final solution was stirred at 0° C. for 1 h. The solvent was evaporated and the residue triturated with EtOAc and filtered to give 1.42 g (91%) of 5-bromo-2 chloromethyl-1-(3-methyl-butyl)-1H-benzoimidazole as a white solid. Starting materials: BrC=1C=CC(=C(C1)C=C1C(C(OC1(C)C)(C)C)=O)I (4-[1-(5-bromo-2-iodophenyl)methylidene]-2,2,5,5-tetramethyldihydrofuran-3-one), OO (hydrogen peroxide), [OH-].[Li+] (lithium hydroxide). The solvent is CO (methanol). Reaction conditions: temperature 35 celsius, time 3 hour. The product is BrC=1C=CC(=C(C1)C1OC12C(OC(C2=O)(C)C)(C)C)I (2-(5-bromo-2-iodophenyl)-4,4,6,6-tetramethyl-1,5-dioxaspiro[2.4]heptan-7-one). As a reaction SMILES: [Br:1][C:2]1[CH:3]=[CH:4][C:5]([I:19])=[C:6]([CH:8]=[C:9]2[C:13]([CH3:15])([CH3:14])[O:12][C:11]([CH3:17])([CH3:16])[C:10]2=[O:18])[CH:7]=1.[OH:20]O.[OH-].[Li+]>CO>[Br:1][C:2]1[CH:3]=[CH:4][C:5]([I:19])=[C:6]([CH:8]2[C:9]3([C:10](=[O:18])[C:11]([CH3:17])([CH3:16])[O:12][C:13]3([CH3:14])[CH3:15])[O:20]2)[CH:7]=1 |f:2.3|. Procedure details: To a solution of 4-[1-(5-bromo-2-iodophenyl)methylidene]-2,2,5,5-tetramethyldihydrofuran-3-one (1.18 g, 2.73 mmol) in methanol (50 ml) at 35° C. is added 50% aqueous hydrogen peroxide solution (0.31 ml, 5.46 mmol), followed immediately by 2M aqueous lithium hydroxide (0.34 ml, 0.68 mmol). This mixture is stirred at 35° C. for 3 hours, then quenched with saturated aqueous sodium metabisulfite and extracted with dichloromethane. The organic phase is separated, and the aqueous phase extracted again... Reactants: BrC1=NC=CC=C1OCCCC=C (2-bromo-3-(pent-4-en-1-yloxy)pyridine), N(=NC(=O)OCC)C(=O)OCC (Diethyl azodicarboxylate), BrC1=NC=CC=C1O (2-bromo-3-hydroxypyridine), C(CCC=C)O (pent-4-en-1-ol), C1=CC=C(C=C1)P(C2=CC=CC=C2)C3=CC=CC=C3 (PPh3). Solvent: C(=O)(O)[O-].[Na+] (NaHCO3), C1CCOC1 (THF). Reaction conditions: temperature 50 celsius. Product: C(C)(C)(C)C1=CC=C2C(=N1)C(CCCO2)=O (tert-butyl 7,8-dihydrooxepino[3,2-b]pyridin-9(6H)-one). As a reaction SMILES: BrC1C([O:8][CH2:9][CH2:10][CH2:11][CH:12]=C)=CC=CN=1.N(C(OCC)=O)=N[C:16](OCC)=O.Br[C:27]1[C:32]([OH:33])=[CH:31][CH:30]=[CH:29][N:28]=1.C(O)C[CH2:36][CH:37]=[CH2:38].C1C=CC(P(C2C=CC=CC=2)C2C=CC=CC=2)=CC=1>C1COCC1.C([O-])(O)=O.[Na+]>[C:37]([C:29]1[N:28]=[C:27]2[C:9](=[O:8])[CH2:10][CH2:11][CH2:12][O:33][C:32]2=[CH:31][CH:30]=1)([CH3:36])([CH3:38])[CH3:16] |f:6.7|. Reported procedure: 2-bromo-3-(pent-4-en-1-yloxy)pyridine. Diethyl azodicarboxylate (1 eq.) is added dropwise to a stirring mixture of 2-bromo-3-hydroxypyridine (0.92 eq,), pent-4-en-1-ol (0.92 eq), and PPh3 (1.1 eq) in THF (0.2 M) at 0° C. under a N2 atmosphere. The reaction mixture is warmed to 50° C. in an oil bath. Reaction progress is monitored by TLC until judged complete. The reaction mixture is cooled to ambient temperature and diluted with saturated NaHCO3 solution. The aqueous solution is extracted with E...